This data is from the Open Reaction Database (ORD), a public repository of structured organic reaction records. The task is: describe an organic reaction: reactants, conditions, products, and yield The reactants are pyridine,, BrC1=CC(=C(C(=O)O)C=C1)C (4-bromo-2-methylbenzoic acid), O=S(Cl)Cl (SOCl2), C1(CC1)N (cyclopropyl amine). Run in CCOC(=O)C (EtOAc). Conditions: time 18 hour. Product: BrC1=CC(=C(C(=O)NC2CC2)C=C1)C (4-Bromo-N-cyclopropyl-2-methyl-benzamide). Reaction SMILES: [Br:1][C:2]1[CH:10]=[CH:9][C:5]([C:6]([OH:8])=O)=[C:4]([CH3:11])[CH:3]=1.O=S(Cl)Cl.[CH:16]1([NH2:19])[CH2:18][CH2:17]1>CCOC(C)=O>[Br:1][C:2]1[CH:10]=[CH:9][C:5]([C:6]([NH:19][CH:16]2[CH2:18][CH2:17]2)=[O:8])=[C:4]([CH3:11])[CH:3]=1. Procedure: A solution of 4-bromo-2-methylbenzoic acid and SOCl2 was refluxed for 3 hours, cooled to room temperature and concentrated under reduced pressure. The residue was dissolved in 30 mL CH2Cl2 and combined with cyclopropyl amine (810.0 mg, 14.3 mmols) and pyridine,(2.05 g, 26.0 mmols). The solution was stirred for 18 hours and then diluted with EtOAc before being washed with 5% aqueous HCl, saturated NaHCO3, and saturated aqueous NaCl. The solution was dried (MgSO4) and concentrated under reduced pr... Starting materials: [Na][Na] (disodium), CC(=O)C=1N(C2=CC=C(C=C2C1O)C)C (1,5-dimethyl-3-hydroxy-1H-indol-2-yl methyl ketone), [Na] (sodium), C(C(=O)OCC)(=O)OCC (diethyl oxalate). Run in C(C)O (ethanol). Yields the product CN1C2=C(C=3C=C(C=CC13)C)OC(=CC2=O)C(=O)O (4,5-Dihydro-5,8-dimethyl-4-oxopyrano[3,2-b]indole-2-carboxylic acid). RXN SMILES: [CH3:1][C:2]([C:4]1[N:5]([CH3:15])[C:6]2[C:11]([C:12]=1[OH:13])=[CH:10][C:9]([CH3:14])=[CH:8][CH:7]=2)=[O:3].[Na].[C:17](OCC)(=O)[C:18]([O:20]CC)=[O:19].[Na][Na]>C(O)C>[CH3:15][N:5]1[C:6]2[CH:7]=[CH:8][C:9]([CH3:14])=[CH:10][C:11]=2[C:12]2[O:13][C:17]([C:18]([OH:20])=[O:19])=[CH:1][C:2](=[O:3])[C:4]1=2 |^1:15|. Reported procedure: In a manner analogous to that of Example 14, 8.2 g (0.040 mole) of 1,5-dimethyl-3-hydroxy-1H-indol-2-yl methyl ketone (Example 12) was reacted with sodium metal (3.7 g, 0.16 mole) and diethyl oxalate (21.5g, 0.20 mole) in 200 ml absolute ethanol. The red disodium salt intermediate was then converted to the title compound as described in Example 17. Two recrystallization of the final product from DMF-water yielded yellow needles of mpt. 290°. Reactants: S(=O)(=O)(Cl)Cl (sulphuryl chloride), C(C)(=O)C1=C(N(C=O)C)C=CC(=C1)F (2'-acetyl-4'-fluoro-N-methylformanilide), O (Water). Run in ClCCl (dichloromethane). Reaction conditions: time 8 hour. Yields the product ClCC(=O)C1=C(N(C=O)C)C=CC(=C1)F (2'-(2-chloroacetyl)-4'-fluoro-N-methylformanilide). Reaction SMILES: S(Cl)([Cl:4])(=O)=O.[C:6]([C:9]1[CH:18]=[C:17]([F:19])[CH:16]=[CH:15][C:10]=1[N:11]([CH3:14])[CH:12]=[O:13])(=[O:8])[CH3:7].O>ClCCl>[Cl:4][CH2:7][C:6]([C:9]1[CH:18]=[C:17]([F:19])[CH:16]=[CH:15][C:10]=1[N:11]([CH3:14])[CH:12]=[O:13])=[O:8]. Procedure: A solution of sulphuryl chloride (3.2 ml) in dichloromethane (20 ml) was added dropwise over a period of 10 minutes to the solution of 2'-acetyl-4'-fluoro-N-methylformanilide at 0° under a nitrogen atmosphere and the mixture stored overnight at 0 to 5°. Water (25 ml) was added whilst maintaining the temperature below 1 0°. The dichloromethane layer was separated, washed with water (1 25 ml) and dried over magnesium sulphate to give a solution of 2'-(2-chloroacetyl)-4'-fluoro-N-methylformanilide. Reactants: NC(Cc1ccc(B(O)O)cc1)C(=O)O, Cc1cc(-c2ccccc2C(Oc2cc(Cl)nc(N)n2)C(F)(F)F)cs1, [Na+], [Na+], O=C([O-])[O-], O. The product is Cc1cc(-c2ccccc2C(Oc2cc(-c3ccc(CC(N)C(=O)O)cc3)nc(N)n2)C(F)(F)F)cs1. As a reaction SMILES: [B:27]([OH:28])([OH:29])[c:30]1[cH:31][cH:32][c:33]([CH2:34][CH:35]([NH2:36])[C:37](=[O:38])[OH:39])[cH:40][cH:41]1.[Cl:1][c:2]1[n:3][c:4]([NH2:26])[n:5][c:6]([O:8][CH:9]([C:10]([F:11])([F:12])[F:13])[c:14]2[c:15](-[c:20]3[cH:21][s:22][c:23]([CH3:25])[cH:24]3)[cH:16][cH:17][cH:18][cH:19]2)[cH:7]1.[Na+:42].[Na+:43].[O-:44][C:45](=[O:46])[O-:47].[OH2:48]>>[c:2]1(-[c:30]2[cH:31][cH:32][c:33]([CH2:34][CH:35]([NH2:36])[C:37](=[O:38])[OH:39])[cH:40][cH:41]2)[n:3][c:4]([NH2:26])[n:5][c:6]([O:8][CH:9]([C:10]([F:11])([F:12])[F:13])[c:14]2[c:15](-[c:20]3[cH:21][s:22][c:23]([CH3:25])[cH:24]3)[cH:16][cH:17][cH:18][cH:19]2)[cH:7]1. The reactants are CI, CN(C)C=O, [H-], [Na+], O, CC1C(O)CCN1c1ccc(C#N)c2ccccc12. The product is COC1CCN(c2ccc(C#N)c3ccccc23)C1C. RXN SMILES: [CH3:22][I:23].[CH3:25][N:26]([CH3:27])[CH:28]=[O:29].[H-:20].[Na+:21].[OH2:24].[OH:1][CH:2]1[CH:3]([CH3:19])[N:4]([c:7]2[cH:8][cH:9][c:10]([C:17]#[N:18])[c:11]3[cH:12][cH:13][cH:14][cH:15][c:16]23)[CH2:5][CH2:6]1>>[O:1]([CH:2]1[CH:3]([CH3:19])[N:4]([c:7]2[cH:8][cH:9][c:10]([C:17]#[N:18])[c:11]3[cH:12][cH:13][cH:14][cH:15][c:16]23)[CH2:5][CH2:6]1)[CH3:22]. Starting materials: O=C([O-])O, CCOC(=O)C(C)=Cc1ccc(C(C2=C(C)C(=O)C(C)=C(C)C2=O)c2cccnc2)cc1, Cl, [Na+]. Product: CC(=Cc1ccc(C(C2=C(C)C(=O)C(C)=C(C)C2=O)c2cccnc2)cc1)C(=O)O. Reaction SMILES: [C:33](=[O:34])([O-:35])[OH:36].[CH3:1][C:2]1=[C:3]([CH:12]([c:13]2[cH:14][cH:15][c:16]([CH:17]=[C:18]([C:19](=[O:20])[O:21][CH2:22][CH3:23])[CH3:24])[cH:25][cH:26]2)[c:27]2[cH:28][n:29][cH:30][cH:31][cH:32]2)[C:4](=[O:11])[C:5]([CH3:10])=[C:6]([CH3:9])[C:7]1=[O:8].[ClH:38].[Na+:37]>>[CH3:1][C:2]1=[C:3]([CH:12]([c:13]2[cH:14][cH:15][c:16]([CH:17]=[C:18]([C:19](=[O:20])[OH:21])[CH3:24])[cH:25][cH:26]2)[c:27]2[cH:28][n:29][cH:30][cH:31][cH:32]2)[C:4](=[O:11])[C:5]([CH3:10])=[C:6]([CH3:9])[C:7]1=[O:8]. Starting materials: CCOP(=O)(CC#N)OCC, CC(CNS(=O)(=O)C(C)C)c1ccc(-c2ccc(C=O)cc2)cc1, [H-], [Na+], C1CCOC1, O. Yields the product CC(CNS(=O)(=O)C(C)C)c1ccc(-c2ccc(C=CC#N)cc2)cc1. Reaction SMILES: [C:3](#[N:4])[CH2:5][P:6](=[O:7])([O:8][CH2:9][CH3:10])[O:11][CH2:12][CH3:13].[CH3:14][CH:15]([CH3:16])[S:17](=[O:18])(=[O:19])[NH:20][CH2:21][CH:22]([CH3:23])[c:24]1[cH:25][cH:26][c:27](-[c:30]2[cH:31][cH:32][c:33]([CH:36]=[O:37])[cH:34][cH:35]2)[cH:28][cH:29]1.[H-:1].[Na+:2].[O:38]1[CH2:39][CH2:40][CH2:41][CH2:42]1.[OH2:43]>>[C:3](#[N:4])[CH:5]=[CH:36][c:33]1[cH:32][cH:31][c:30](-[c:27]2[cH:26][cH:25][c:24]([CH:22]([CH2:21][NH:20][S:17]([CH:15]([CH3:14])[CH3:16])(=[O:18])=[O:19])[CH3:23])[cH:29][cH:28]2)[cH:35][cH:34]1.